From a dataset of the Open Reaction Database (ORD), a public repository of structured organic reaction records. describe an organic reaction: reactants, conditions, products, and yield Reactants: BrC1=CC=C2/C(/C(NC2=C1)=O)=C/C1=CC(=CC=C1)Cl (Z-6-bromo-3-(3-chloro-benzylidene)-1,3-dihydro-indol-2-one), [H-].[Na+] (NaH), C[Si](CCOCCl)(C)C (2-(trimethylsilyl)ethoxymethyl chloride), ice water. Solvent: CN(C=O)C (N,N-dimethyl-formamide), O1CCCC1 (tetrahydrofuran). Conditions: temperature 0 celsius, time 0.5 hour. Yields the product BrC1=CC=C2/C(/C(N(C2=C1)COCC[Si](C)(C)C)=O)=C/C1=CC(=CC=C1)Cl (Z-6-Bromo-3-(3-chloro-benzylidene)-1-(2-trimethylsilanyl-ethoxymethyl)-1,3-dihydro-indole-2-one). Yield: 60.5%. As a reaction SMILES: [Br:1][C:2]1[CH:10]=[C:9]2[C:5](/[C:6](=[CH:12]/[C:13]3[CH:18]=[CH:17][CH:16]=[C:15]([Cl:19])[CH:14]=3)/[C:7](=[O:11])[NH:8]2)=[CH:4][CH:3]=1.[H-].[Na+].[CH3:22][Si:23]([CH3:30])([CH3:29])[CH2:24][CH2:25][O:26][CH2:27]Cl>CN(C)C=O.O1CCCC1>[Br:1][C:2]1[CH:10]=[C:9]2[C:5](/[C:6](=[CH:12]/[C:13]3[CH:18]=[CH:17][CH:16]=[C:15]([Cl:19])[CH:14]=3)/[C:7](=[O:11])[N:8]2[CH2:27][O:26][CH2:25][CH2:24][Si:23]([CH3:30])([CH3:29])[CH3:22])=[CH:4][CH:3]=1 |f:1.2|. Procedure details: To a solution of E/Z 6-Bromo-3-(3-chloro-benzylidene)-1,3-dihydro-indol-2-one (5.3 g, 16 mmol) prepared in example 157a in N,N-dimethyl-formamide (50 mL) at 0° C. was added NaH (60% in mineral oil) (0.64 g, 16 mmol), followed by the dropwise addition of 2-(trimethylsilyl)ethoxymethyl chloride (2.65 g, 16 mmol) in tetrahydrofuran (40 mL). The reaction mixture was stirred at 0° C. for 0.5 h, then poured into ice-water. The crude was extracted with ethyl acetate twice. The combined organic layer wa...